From a dataset of the Open Reaction Database (ORD), a public repository of structured organic reaction records. describe an organic reaction: reactants, conditions, products, and yield The reactants are CC(CCNCC1=NC=CC=C1)(C)N1C=NC(=C1)NC(C(CCC)N)=O (2-Amino-pentanoic acid (1-{1,1-dimethyl-3-[(pyridin-2-ylmethyl)-amino]-propyl}-1H-imidazol-4-yl)-amide), FC=1C=C2CCC(CC2=C(C1)F)=O (6,8-Difluoro-3,4-dihydro-1H-naphthalen-2-one). Yields the product CC(CCNCC1=NC=CC=C1)(C)N1C=NC(=C1)NC([C@H](CCC)NC1CC2=C(C=C(C=C2CC1)F)F)=O ((S)-2-(6,8-Difluoro-1,2,3,4-tetrahydro-naphthalen-2-ylamino)-pentanoic acid (1-{1,1-dimethyl-3-[(pyridin-2-ylmethyl)-amino]-propyl}-1H-imidazol-4-yl)-amide). As a reaction SMILES: [CH3:1][C:2]([N:14]1[CH:18]=[C:17]([NH:19][C:20](=[O:26])[CH:21]([NH2:25])[CH2:22][CH2:23][CH3:24])[N:16]=[CH:15]1)([CH3:13])[CH2:3][CH2:4][NH:5][CH2:6][C:7]1[CH:12]=[CH:11][CH:10]=[CH:9][N:8]=1.[F:27][C:28]1[CH:29]=[C:30]2[C:35](=[C:36]([F:38])[CH:37]=1)[CH2:34][C:33](=O)[CH2:32][CH2:31]2>>[CH3:1][C:2]([N:14]1[CH:18]=[C:17]([NH:19][C:20](=[O:26])[C@@H:21]([NH:25][CH:33]2[CH2:32][CH2:31][C:30]3[C:35](=[C:36]([F:38])[CH:37]=[C:28]([F:27])[CH:29]=3)[CH2:34]2)[CH2:22][CH2:23][CH3:24])[N:16]=[CH:15]1)([CH3:13])[CH2:3][CH2:4][NH:5][CH2:6][C:7]1[CH:12]=[CH:11][CH:10]=[CH:9][N:8]=1. Reported procedure: 2-Amino-pentanoic acid (1-{1,1-dimethyl-3-[(pyridin-2-ylmethyl)-amino]-propyl}-1H-imidazol-4-yl)-amide was reacted with 6,8-Difluoro-3,4-dihydro-1H-naphthalen-2-one to afford the title: 525.5 m/z (M+1). Starting materials: BrCCCCC1=CNC2=CC=C(C=C12)C(=O)OC (methyl 3-(4-bromobutyl)indole-5-carboxylate), COC1=C(C=CC=C1)N1CCNCC1 (1-(o-methoxyphenyl)piperazine). Product: COC1=C(C=CC=C1)N1CCN(CC1)CCCCC1=CNC2=CC=C(C=C12)C(=O)OC (methyl 3-[4-(4-o-methoxyphenylpiperazino)butyl]indole-5-carboxylate). Reaction SMILES: Br[CH2:2][CH2:3][CH2:4][CH2:5][C:6]1[C:14]2[C:9](=[CH:10][CH:11]=[C:12]([C:15]([O:17][CH3:18])=[O:16])[CH:13]=2)[NH:8][CH:7]=1.[CH3:19][O:20][C:21]1[CH:26]=[CH:25][CH:24]=[CH:23][C:22]=1[N:27]1[CH2:32][CH2:31][NH:30][CH2:29][CH2:28]1>>[CH3:19][O:20][C:21]1[CH:26]=[CH:25][CH:24]=[CH:23][C:22]=1[N:27]1[CH2:32][CH2:31][N:30]([CH2:2][CH2:3][CH2:4][CH2:5][C:6]2[C:14]3[C:9](=[CH:10][CH:11]=[C:12]([C:15]([O:17][CH3:18])=[O:16])[CH:13]=3)[NH:8][CH:7]=2)[CH2:29][CH2:28]1. Procedure details: By reaction of methyl 3-(4-bromobutyl)indole-5-carboxylate with 1-(o-methoxyphenyl)piperazine "B" analogously to Example 1, methyl 3-[4-(4-o-methoxyphenylpiperazino)butyl]indole-5-carboxylate is obtained; hydrate, hydrochloride, m.p. 195°-196°.